This data is from the Open Reaction Database (ORD), a public repository of structured organic reaction records. The task is: describe an organic reaction: reactants, conditions, products, and yield Starting materials: ClC1=CC=C(C=C1)C(C(Cl)Cl)C1=CC=C(C=C1)Cl (2,2-bis(p-chlorophenyl)-1,1-dichloroethane), [OH-].[Na+] (sodium hydroxide), ice water. Solvent: CS(=O)C (dimethyl sulfoxide). Conditions: time 1 hour. Yields the product ClC1=CC=C(C=C1)C(=CCl)C1=CC=C(C=C1)Cl (2,2-Bis(p-chlorophenyl)-1-chloroethylene). RXN SMILES: [Cl:1][C:2]1[CH:7]=[CH:6][C:5]([CH:8]([C:12]2[CH:17]=[CH:16][C:15]([Cl:18])=[CH:14][CH:13]=2)[CH:9](Cl)[Cl:10])=[CH:4][CH:3]=1.[OH-].[Na+]>CS(C)=O>[Cl:1][C:2]1[CH:7]=[CH:6][C:5]([C:8]([C:12]2[CH:13]=[CH:14][C:15]([Cl:18])=[CH:16][CH:17]=2)=[CH:9][Cl:10])=[CH:4][CH:3]=1 |f:1.2|. Procedure: Into a 4-necked 2-liter flask are placed 500 g (1.56 mole) of 2,2-bis(p-chlorophenyl)-1,1-dichloroethane and 500 ml of dimethyl sulfoxide. A solution of 188 ml (2.34 mole) of 50% sodium hydroxide is added dropwise. The reaction mixture exotherms to 63° during the addition. After the addition, the reaction mixture is stirred for one hour and poured into ice-water. It is extracted with ether. The combined ether extracts are washed with water, saturated sodium chloride solution, and dried over sodi... Starting materials: 4- and 6-fluoro- and bromooxindoles, FC1=C2CC(NC2=CC(=C1)F)=O (4,6-difluorooxindole), C1(CC1)C=1C=CC=C2CC(NC12)=O (7-cyclopropyloxindole), CC=1C=CC=C2CC(NC12)=O (7-methyloxindole), C(CCC)C=1C=C2CC(NC2=C(C1)F)=O (5-n-butyl-7-fluorooxindole), C1(CCCCC1)C=1C=CC=C2CC(NC12)=O (7-cyclohexyloxindole), FC=1C=C2CC(NC2=C(C1)F)=O (5,7-difluorooxindole), FC=1C=CC=C2CC(NC12)=O (7-fluorooxindole), BrC=1C=CC=C2CC(NC12)=O (7-bromooxindole), ClC1=C2CC(NC2=C(C=C1)Cl)=O (4,7-dichlorooxindole). The product is ClC1=CC=C2CC(NC2=C1)=O (6-Chlorooxindole). RXN SMILES: F[C:2]1[CH:3]=[CH:4][CH:5]=[C:6]2[C:10]=1[NH:9][C:8](=[O:11])[CH2:7]2.BrC1C=CC=C2C=1NC(=O)C2.CC1C=CC=C2C=1NC(=O)C2.FC1C=C(F)C=C2C=1CC(=O)N2.[Cl:46]C1C=CC(Cl)=C2C=1CC(=O)N2.FC1C=C2C(=C(F)C=1)NC(=O)C2.C(C1C=C2C(=C(F)C=1)NC(=O)C2)CCC.C1(C2C=CC=C3C=2NC(=O)C3)CCCCC1.C1(C2C=CC=C3C=2NC(=O)C3)CC1>>[Cl:46][C:3]1[CH:2]=[C:10]2[C:6]([CH2:7][C:8](=[O:11])[NH:9]2)=[CH:5][CH:4]=1. Reported procedure: In an analogous manner 4- and 6-fluoro- and bromooxindoles are prepared, as well as 7-fluorooxindole, 7-bromooxindole, 7-methyloxindole, 4,6-difluorooxindole, 4,7-dichlorooxindole, 5,7-difluorooxindole, 5-n-butyl-7-fluorooxindole, 7-cyclohexyloxindole and 7-cyclopropyloxindole.